From a dataset of the Open Reaction Database (ORD), a public repository of structured organic reaction records. describe an organic reaction: reactants, conditions, products, and yield Starting materials: C(C)(C)(C)OC(=O)NC[C@@H]1CC[C@H](CC1)C(=O)O (trans-4-(tert.-butoxycarbonylaminomethyl) cyclohexanecarboxylic acid), C(OCC)(OC(C)Cl)=O (ethyl (1-chloroethyl) carbonate). Reagents/catalysts: S(=O)(=O)(O)[O-].C(CCC)[N+](CCCC)(CCCC)CCCC (tetrabutylammonium hydrogen sulfate). Run in C(C)(C)O (isopropyl alcohol), [OH-].[Na+] (sodium hydroxide), C(Cl)(Cl)Cl (chloroform), ClC=C(Cl)Cl (trichloroethylene). Reaction conditions: temperature 0 celsius. The product is Cl.NC[C@@H]1CC[C@H](CC1)C(=O)OC(C)OC(=O)OCC (1-(ethyloxycarbonyloxy)ethyl trans-4-aminomethylcyclohexanecarboxylate hydrochloride). RXN SMILES: C(OC([NH:8][CH2:9][C@H:10]1[CH2:15][CH2:14][C@H:13]([C:16]([OH:18])=[O:17])[CH2:12][CH2:11]1)=O)(C)(C)C.[C:19](=[O:27])([O:23][CH:24]([Cl:26])[CH3:25])[O:20][CH2:21][CH3:22]>S([O-])(O)(=O)=O.C([N+](CCCC)(CCCC)CCCC)CCC.[OH-].[Na+].C(Cl)(Cl)Cl.ClC=C(Cl)Cl.C(O)(C)C>[ClH:26].[NH2:8][CH2:9][C@H:10]1[CH2:11][CH2:12][C@H:13]([C:16]([O:18][CH:21]([O:20][C:19]([O:23][CH2:24][CH3:25])=[O:27])[CH3:22])=[O:17])[CH2:14][CH2:15]1 |f:2.3,4.5,9.10|. Procedure: A solution of trans-4-(tert.-butoxycarbonylaminomethyl) cyclohexanecarboxylic acid (25.7 g; 0.1 mol) and tetrabutylammonium hydrogen sulfate (34 g; 0.1 mol) in 2N sodium hydroxide (100 ml) was extracted with ethanolfree chloroform. The chloroform solution was dried and evaporated to give 50 g. This was dissolved in trichloroethylene (200 ml) and ethyl (1-chloroethyl) carbonate (16.8 g; 0.11 mol) was added. After refluxing for 3 h the solution was washed with dilute sulphuric acid, sodium bicarbo... Starting materials: O=C1COCCN1CCOCc1ccccc1, CCO. The product is O=C1COCCN1CCO. RXN SMILES: [CH2:1]([c:2]1[cH:3][cH:4][cH:5][cH:6][cH:7]1)[O:8][CH2:9][CH2:10][N:11]1[C:12](=[O:17])[CH2:13][O:14][CH2:15][CH2:16]1.[CH3:18][CH2:19][OH:20]>>[OH:8][CH2:9][CH2:10][N:11]1[C:12](=[O:17])[CH2:13][O:14][CH2:15][CH2:16]1.